The task is: describe an organic reaction: reactants, conditions, products, and yield. This data is from the Open Reaction Database (ORD), a public repository of structured organic reaction records. RXN SMILES: C([C:8](CC1C=CC=CC=1)([C:20]([N:22]1[C:26](=[O:27])[CH2:25][CH2:24][C@H:23]1[C:28]([NH:30][C@H:31]([C:37]([O-:39])=[O:38])[CH2:32][CH2:33][C:34]([O-:36])=[O:35])=[O:29])=[O:21])[NH:9]C(OCC1C=CC=CC=1)=O)C1C=CC=CC=1.[ClH:47]>[Pd].O.O1CCCC1.CO>[ClH:47].[NH2:9][CH2:8][C:20]([N:22]1[C:26](=[O:27])[CH2:25][CH2:24][C@H:23]1[C:28]([NH:30][C@H:31]([C:37]([OH:39])=[O:38])[CH2:32][CH2:33][C:34]([OH:36])=[O:35])=[O:29])=[O:21] |f:3.4,6.7|. Conditions: time 4 hour. Solvent: O.O1CCCC1 (water tetrahydrofuran), CO (MeOH). The product is Cl.NCC(=O)N1[C@@H](CCC1=O)C(=O)N[C@@H](CCC(=O)O)C(=O)O (Glycyl-L-pyroglutamyl-L-glutamic acid hydrochloride). Procedure details: A mixture of protected tripeptide 7 (0.45 g, 0.80 mmol), conc. hydrochloric acid (38%, 0.13 cm3) and 10% palladium on activated carbon (0.08 g, 0.08 mmol) in 20% water/tetrahydrofuran (60 cm3) was stirred under an atmosphere of hydrogen at room temperature for 4 h. The solution was filtered through a Celite™ pad, washed with 20% water/tetrahydrofuran (2×30 cm3) and the filtrate evaporated to dryness to form GPyroE.HCl (0.19 g, 74%) as solid. GPyroE.HCl was shown to be exclusively the trans confo... Starting materials: Cl (HCl), C(C1=CC=CC=C1)C(NC(=O)OCC1=CC=CC=C1)(C(=O)N1[C@@H](CCC1=O)C(=O)N[C@@H](CCC(=O)[O-])C(=O)[O-])CC1=CC=CC=C1 (Dibenzyl-N-benzyloxycarbonylglycyl-L-pyroglutamyl-L-glutamate), Cl (hydrochloric acid), Glyα-H2, Gluγ-H2, Cl (HCl), Pyroγ-H2. The reagents and catalysts are [Pd] (palladium on activated carbon). Starting materials: O=C(C(=O)N1CCN(c2nnnn2-c2ccccc2)CC1)c1c[nH]c2c(Br)ncc(F)c12, O=C([O-])[O-], CN1CCCC1=O, [Cu], [K+], [K+], Nc1cc[nH]n1. The product is Nc1ccn(-c2ncc(F)c3c(C(=O)C(=O)N4CCN(c5nnnn5-c5ccccc5)CC4)c[nH]c23)n1. RXN SMILES: [Br:1][c:2]1[n:3][cH:4][c:5]([F:32])[c:6]2[c:7]1[nH:8][cH:9][c:10]2[C:11]([C:12](=[O:13])[N:14]1[CH2:15][CH2:16][N:17]([c:20]2[n:21][n:22][n:23][n:24]2-[c:25]2[cH:26][cH:27][cH:28][cH:29][cH:30]2)[CH2:18][CH2:19]1)=[O:31].[C:33](=[O:34])([O-:35])[O-:36].[CH3:45][N:46]1[CH2:47][CH2:48][CH2:49][C:50]1=[O:51].[Cu:52].[K+:37].[K+:38].[NH2:39][c:40]1[n:41][nH:42][cH:43][cH:44]1>>[c:2]1(-[n:42]2[n:41][c:40]([NH2:39])[cH:44][cH:43]2)[n:3][cH:4][c:5]([F:32])[c:6]2[c:7]1[nH:8][cH:9][c:10]2[C:11]([C:12](=[O:13])[N:14]1[CH2:15][CH2:16][N:17]([c:20]2[n:21][n:22][n:23][n:24]2-[c:25]2[cH:26][cH:27][cH:28][cH:29][cH:30]2)[CH2:18][CH2:19]1)=[O:31]. The reactants are NC=1C=C(C=CC1)C=1N=CN(C1C1=CC2=C(N=CN=C2N)S1)C (6-[4-(3-aminophenyl)-1-methyl-1H-imidazol-5-yl]thieno[2,3-d]pyrimidin-4-amine), C1(=CC=CC=C1)C(C1=CC=CC=C1)=NC1=C(C=CC=C1)N1CN(C(=C1)C1(C2=C(N=CN1)SC=C2)N)C (4-{3-[(diphenylmethylene-amino]phenyl}-1-methyl-1H-imidazol-5-yl)thieno[2,3-d]pyrimidin-4-amine), solid, C1(=CC=CC=C1)C(C1=CC=CC=C1)=NC1=CC=C(C=C1)C=1N=CN(C1C1=CC2=C(N=CN=C2N)S1)C (6-(4-{4-[(diphenylmethylene)amino]phenyl}-1-methyl-1H-imidazol-5-yl)thieno[2,3-d]pyrimidin-4-amine), C1(=CC=CC=C1)C(C1=CC=CC=C1)=NC1=CC=C(C=C1)C=1N=CN(C1C1=CC2=C(N=CN=C2N)S1)C (6-(4-{4-[(diphenylmethylene)amino]phenyl}-1-methyl-1H-imidazol-5-yl)thieno[2,3-d]pyrimidin-4-amine). Yields the product NC1=CC=C(C=C1)C=1N=CN(C1C1=CC2=C(N=CN=C2N)S1)C (6-[4-(4-Aminophenyl)-1-methyl-1H-imidazol-5-yl]thieno[2,3-d]pyrimidin-4-amine). RXN SMILES: NC1C=C(C2N=CN(C)C=2C2SC3N=CN=C(N)C=3C=2)C=CC=1.C1(C(=[N:37][C:38]2[CH:43]=[CH:42][C:41]([C:44]3[N:45]=[CH:46][N:47]([CH3:59])[C:48]=3[C:49]3[S:58][C:52]4[N:53]=[CH:54][N:55]=[C:56]([NH2:57])[C:51]=4[CH:50]=3)=[CH:40][CH:39]=2)C2C=CC=CC=2)C=CC=CC=1.C1(C(=NC2C=CC=CC=2N2C=C(C3(N)NC=NC4SC=CC3=4)N(C)C2)C2C=CC=CC=2)C=CC=CC=1>>[NH2:37][C:38]1[CH:43]=[CH:42][C:41]([C:44]2[N:45]=[CH:46][N:47]([CH3:59])[C:48]=2[C:49]2[S:58][C:52]3[N:53]=[CH:54][N:55]=[C:56]([NH2:57])[C:51]=3[CH:50]=2)=[CH:40][CH:39]=1. Reported procedure: The title compound was prepared by a similar process to that described for Intermediate 110 but using 6-(4-{4-[(diphenylmethylene)amino]phenyl}-1-methyl-1H-imidazol-5-yl)thieno[2,3-d]pyrimidin-4-amine (Intermediate 111) in place of 6-(4-{3-[(diphenylmethylene)amino]phenyl}-1-methyl-1H-imidazol-5-yl)thieno[2,3-d]pyrimidin-4-amine (Intermediate 109). Colourless solid (276 mg, 87%); The reactants are C(C)(C)(C)OC(=O)N1[C@@H](CC(C1)=CC#N)C(=O)O ((2S,4EZ)-1-(tert-butoxycarbonyl)-4-(cyanomethylene)-2-pyrrolidinecarboxylic acid), O(C1=CC=CC=C1)C1=CC=C(C(=O)Cl)C=C1 (4-phenoxybenzoyl chloride), C(C)N1C2=CC=CC=C2C=2C=C(C=CC12)N (9-ethyl-9H-carbazol-3-amine). The product is C(#N)C=C1C[C@H](N(C1)C(C1=CC=C(C=C1)OC1=CC=CC=C1)=O)C(=O)NC=1C=CC=2N(C3=CC=CC=C3C2C1)CC ((2S, 4EZ)-4-(cyanomethylene)-N-(9-ethyl-9H-carbazol-3yl)-1-(4-phenoxybenzoyl)-2-pyrrolidinecarboxamide). Reaction SMILES: C(O[C:6]([N:8]1[CH2:12][C:11](=[CH:13][C:14]#[N:15])[CH2:10][C@H:9]1[C:16]([OH:18])=O)=[O:7])(C)(C)C.[O:19]([C:26]1[CH:34]=[CH:33][C:29](C(Cl)=O)=[CH:28][CH:27]=1)[C:20]1[CH:25]=[CH:24][CH:23]=[CH:22][CH:21]=1.[CH2:35]([N:37]1[C:49]2[CH:48]=[CH:47][C:46]([NH2:50])=[CH:45][C:44]=2[C:43]2[C:38]1=[CH:39][CH:40]=[CH:41][CH:42]=2)[CH3:36]>>[C:14]([CH:13]=[C:11]1[CH2:12][N:8]([C:6](=[O:7])[C:29]2[CH:28]=[CH:27][C:26]([O:19][C:20]3[CH:21]=[CH:22][CH:23]=[CH:24][CH:25]=3)=[CH:34][CH:33]=2)[C@H:9]([C:16]([NH:50][C:46]2[CH:47]=[CH:48][C:49]3[N:37]([CH2:35][CH3:36])[C:38]4[C:43]([C:44]=3[CH:45]=2)=[CH:42][CH:41]=[CH:40][CH:39]=4)=[O:18])[CH2:10]1)#[N:15]. Procedure: Following the general method as outlined in Example 22, starting from (2S,4EZ)-1-(tert-butoxycarbonyl)-4-(cyanomethylene)-2-pyrrolidinecarboxylic acid, 4-phenoxybenzoyl chloride, and 9-ethyl-9H-carbazol-3-amine the title compound was obtained in 37% purity by LC/MS. MS(ESI+): m/z=541.4. Starting materials: N([C@@H](CCCCNC(=O)OCC1=CC=CC=C1)C(=O)N[C@@H](CC1=CC=CC=C1)C(=O)OC(C)(C)C)C(=O)OCC1C2=CC=CC=C2C2=CC=CC=C12 (Fmoc-Lys(Z)-Phe-OtBu). Solvent: FC(C(=O)O)(F)F (trifluoroacetic acid). Reaction conditions: time 1 hour. Yields the product N([C@@H](CCCCNC(=O)OCC1=CC=CC=C1)C(=O)N[C@@H](CC1=CC=CC=C1)C(=O)O)C(=O)OCC1C2=CC=CC=C2C2=CC=CC=C12 (Fmoc-Lys(Z)-Phe-OH). Reaction SMILES: [NH:1]([C:36]([O:38][CH2:39][CH:40]1[C:52]2[C:47](=[CH:48][CH:49]=[CH:50][CH:51]=2)[C:46]2[C:41]1=[CH:42][CH:43]=[CH:44][CH:45]=2)=[O:37])[C@H:2]([C:18]([NH:20][C@H:21]([C:29]([O:31]C(C)(C)C)=[O:30])[CH2:22][C:23]1[CH:28]=[CH:27][CH:26]=[CH:25][CH:24]=1)=[O:19])[CH2:3][CH2:4][CH2:5][CH2:6][NH:7][C:8]([O:10][CH2:11][C:12]1[CH:17]=[CH:16][CH:15]=[CH:14][CH:13]=1)=[O:9]>FC(F)(F)C(O)=O>[NH:1]([C:36]([O:38][CH2:39][CH:40]1[C:52]2[C:47](=[CH:48][CH:49]=[CH:50][CH:51]=2)[C:46]2[C:41]1=[CH:42][CH:43]=[CH:44][CH:45]=2)=[O:37])[C@H:2]([C:18]([NH:20][C@H:21]([C:29]([OH:31])=[O:30])[CH2:22][C:23]1[CH:28]=[CH:27][CH:26]=[CH:25][CH:24]=1)=[O:19])[CH2:3][CH2:4][CH2:5][CH2:6][NH:7][C:8]([O:10][CH2:11][C:12]1[CH:13]=[CH:14][CH:15]=[CH:16][CH:17]=1)=[O:9]. Procedure details: 2.95 g of Fmoc-Lys(Z)-Phe-OtBu are dissolved in 30 ml of 90% strength aqueous trifluoroacetic acid. The solution is left to stand at room temperature for one hour, and is concentrated in vacuo. The residue is triturated with diethyl ether and filtered off with suction. Reactants: Cl (hydrochloride), NCCC(=O)OCCCCC (pentyl 3-aminopropanoate), O1C(COC2=C(C#N)C=CC=C2)C1 (2-(2,3-epoxypropoxy)benzonitrile), [OH-].[Na+] (NaOH), C(#N)C1=C(OCC(CNCCC(=O)OCCCC)O)C=CC=C1 (butyl N-[3-(2-cyanophenoxy)-2-hydroxypropyl]-3-aminopropanoate). The solvent is CCOCC (ether). Product: C(#N)C1=C(OCC(CNCCC(=O)OCCCCC)O)C=CC=C1 (pentyl N-[3-(2-cyanophenoxy)-2-hydroxypropyl]-3-aminopropanoate). As a reaction SMILES: Cl.[NH2:2][CH2:3][CH2:4][C:5]([O:7][CH2:8][CH2:9][CH2:10][CH2:11][CH3:12])=[O:6].[O:13]1[CH2:25][CH:14]1[CH2:15][O:16][C:17]1[CH:24]=[CH:23][CH:22]=[CH:21][C:18]=1[C:19]#[N:20].[OH-].[Na+].C(C1C=CC=CC=1OCC(O)CNCCC(OCCCC)=O)#N>CCOCC>[C:19]([C:18]1[CH:21]=[CH:22][CH:23]=[CH:24][C:17]=1[O:16][CH2:15][CH:14]([OH:13])[CH2:25][NH:2][CH2:3][CH2:4][C:5]([O:7][CH2:8][CH2:9][CH2:10][CH2:11][CH3:12])=[O:6])#[N:20] |f:3.4|. Reported procedure: This compound was prepared in accordance with Example 1 using 6.9 g of the hydrochloride of pentyl 3-aminopropanoate, 5.5 g of 2-(2,3-epoxypropoxy)benzonitrile and 1.8 g of NaOH. The crude oil was treated with ether and butyl N-[3-(2-cyanophenoxy)-2-hydroxypropyl]-3-aminopropanoate crystallized. Yield 1.3 g. Melting point 91° C. (HCl). The structure was determined using NMR and equivalent weight. Reactants: C(C#C)O (propargyl alcohol), BrC1=CC=C(C=C1)C1=CC=CC=C1 (4-bromobiphenyl). Product: C1(=CC=C(C=C1)C#CCO)C1=CC=CC=C1 (3-Biphenyl-4-yl-prop-2-yn-1-ol). RXN SMILES: [CH2:1]([OH:4])[C:2]#[CH:3].Br[C:6]1[CH:11]=[CH:10][C:9]([C:12]2[CH:17]=[CH:16][CH:15]=[CH:14][CH:13]=2)=[CH:8][CH:7]=1>>[C:9]1([C:12]2[CH:13]=[CH:14][CH:15]=[CH:16][CH:17]=2)[CH:10]=[CH:11][C:6]([C:3]#[C:2][CH2:1][OH:4])=[CH:7][CH:8]=1. Procedure: In a manner described in Example 18 above, propargyl alcohol was reacted with 4-bromobiphenyl to give the title compound as white crystals: NMR (CDCl3) δ 4.53 (d, J=4.74, 2H), 7.38 (d, J=7.17, 1H), 7.42-7.60 (m, 8H). MS m/z 208 (M+ calcd. for C15H12O=208.3).